Dataset: the Open Reaction Database (ORD), a public repository of structured organic reaction records. Task: describe an organic reaction: reactants, conditions, products, and yield The reactants are C(C)(C)(C)OC(C(CC1=NN(C(=C1)C1=CC(=C(C=C1)Cl)Cl)C1=C(C=C(C=C1)Cl)Cl)C1=CC(=CC=C1)N(C)C)=O (3-[5-(3,4-Dichloro-phenyl)-1-(2,4-dichloro-phenyl)-1H-pyrazol-3-yl]-2-(3-dimethylamino-phenyl)-propionic acid tert-butyl ester). The solvent is FC(C(=O)O)(F)F.ClCCl (trifluoroacetic acid dichloromethane). Run at time 2 hour. The product is ClC=1C=C(C=CC1Cl)C1=CC(=NN1C1=C(C=C(C=C1)Cl)Cl)CC(C(=O)O)C1=CC(=CC=C1)N(C)C (3-[5-(3,4-Dichloro-phenyl)-1-(2,4-dichloro-phenyl)-1H-pyrazol-3-yl]-2-(3-dimethylamino-phenyl)-propionic acid). The yield is 109.2%. Reaction SMILES: C([O:5][C:6](=[O:39])[CH:7]([C:30]1[CH:35]=[CH:34][CH:33]=[C:32]([N:36]([CH3:38])[CH3:37])[CH:31]=1)[CH2:8][C:9]1[CH:13]=[C:12]([C:14]2[CH:19]=[CH:18][C:17]([Cl:20])=[C:16]([Cl:21])[CH:15]=2)[N:11]([C:22]2[CH:27]=[CH:26][C:25]([Cl:28])=[CH:24][C:23]=2[Cl:29])[N:10]=1)(C)(C)C>FC(F)(F)C(O)=O.ClCCl>[Cl:21][C:16]1[CH:15]=[C:14]([C:12]2[N:11]([C:22]3[CH:27]=[CH:26][C:25]([Cl:28])=[CH:24][C:23]=3[Cl:29])[N:10]=[C:9]([CH2:8][CH:7]([C:30]3[CH:35]=[CH:34][CH:33]=[C:32]([N:36]([CH3:38])[CH3:37])[CH:31]=3)[C:6]([OH:39])=[O:5])[CH:13]=2)[CH:19]=[CH:18][C:17]=1[Cl:20] |f:1.2|. Reported procedure: 3-[5-(3,4-Dichloro-phenyl)-1-(2,4-dichloro-phenyl)-1H-pyrazol-3-yl]-2-(3-dimethylamino-phenyl)-propionic acid tert-butyl ester (20 mg, 0.03 mmol) was dissolved in 1:1 trifluoroacetic acid/dichloromethane (1.0 mL) and stirred for 2 h. The reaction mixture was concentrated under reduced pressure, and the crude residue was dissolved in 1:1 acetonitrile/water (2.0 mL). The solution was lyopholized to afford the title compound (18 mg, >99%). HPLC: Rt=2.60 (Method B). MS (ESI): mass calculated for C26... Reactants: C(=O)CCCC1=CC(=NC(=C1)C1=NC=CC=C1)C1=NC=CC=C1 (4′-(3-formylpropyl)-2,2′:6′,2″-terpyridine), [BH4-].[Na+] (sodium borohydride). The solvent is C(C)O (ethanol), [Cl-].[Na+].O (brine). Conditions: time 30 minute. The product is OCCCCC1=CC(=NC(=C1)C1=NC=CC=C1)C1=NC=CC=C1 (4′-(4-hydroxybutyl)-2,2′:6′,2″-terpyridine). Yield: 86.0%. Reaction SMILES: [CH:1]([CH2:3][CH2:4][CH2:5][C:6]1[CH:11]=[C:10]([C:12]2[CH:17]=[CH:16][CH:15]=[CH:14][N:13]=2)[N:9]=[C:8]([C:18]2[CH:23]=[CH:22][CH:21]=[CH:20][N:19]=2)[CH:7]=1)=[O:2].[BH4-].[Na+]>C(O)C.[Cl-].[Na+].O>[OH:2][CH2:1][CH2:3][CH2:4][CH2:5][C:6]1[CH:7]=[C:8]([C:18]2[CH:23]=[CH:22][CH:21]=[CH:20][N:19]=2)[N:9]=[C:10]([C:12]2[CH:17]=[CH:16][CH:15]=[CH:14][N:13]=2)[CH:11]=1 |f:1.2,4.5.6|. Reported procedure: the aldehyde (19) (0.303 gm., 1 mmol) was dissolved in absolute ethanol (5 mL) and sodium borohydride (0.05 gm., 1 mmol) was added at room temperature. After stirring for 30 min. the mixture was poured into 10 mL brine and extracted with CH2Cl2 (3×10 mL). The extracts were dried over MgSO4 and evaporated to dryness to yield the desired alcohol (20) (0.264 gm., 0.86 mmol, 86%). Starting materials: CCO, CCN(C(C)C)C(C)C, Cl, NC1CCC(O)C1, O=[N+]([O-])c1cnc2c(ccn2S(=O)(=O)c2ccccc2)c1Cl. Yields the product O=[N+]([O-])c1cnc2c(ccn2S(=O)(=O)c2ccccc2)c1NC1CCC(O)C1. As a reaction SMILES: [CH3:40][CH2:41][OH:42].[CH:31]([N:32]([CH:33]([CH3:34])[CH3:35])[CH2:36][CH3:37])([CH3:38])[CH3:39].[ClH:1].[NH2:2][CH:3]1[CH2:4][CH:5]([OH:8])[CH2:6][CH2:7]1.[c:9]1([S:15](=[O:16])(=[O:17])[n:18]2[cH:19][cH:20][c:21]3[c:22]2[n:23][cH:24][c:25]([N+:28](=[O:29])[O-:30])[c:26]3[Cl:27])[cH:10][cH:11][cH:12][cH:13][cH:14]1>>[NH:2]([CH:3]1[CH2:4][CH:5]([OH:8])[CH2:6][CH2:7]1)[c:26]1[c:21]2[cH:20][cH:19][n:18]([S:15]([c:9]3[cH:10][cH:11][cH:12][cH:13][cH:14]3)(=[O:16])=[O:17])[c:22]2[n:23][cH:24][c:25]1[N+:28](=[O:29])[O-:30]. Starting materials: O=C(Cl)C(=O)Cl, CC(C)=O, ClCCl, C[Si](C)(C)c1c(F)cccc1C(=O)O, [N-]=C=O, [N-]=[N+]=[N-], [Na+], O. The product is C[Si](C)(C)c1c(F)cccc1N=C=O. RXN SMILES: [C:18]([Cl:19])(=[O:20])[C:21]([Cl:22])=[O:23].[CH3:32][C:33](=[O:34])[CH3:35].[Cl:28][CH2:29][Cl:30].[F:4][c:5]1[c:6]([Si:14]([CH3:15])([CH3:16])[CH3:17])[c:7]([C:8]([OH:9])=[O:10])[cH:11][cH:12][cH:13]1.[N-:1]=[C:2]=[O:3].[N-:24]=[N+:25]=[N-:26].[Na+:27].[OH2:31]>>[N:1](=[C:2]=[O:3])[c:7]1[c:6]([Si:14]([CH3:15])([CH3:16])[CH3:17])[c:5]([F:4])[cH:13][cH:12][cH:11]1. The reactants are ethyl ester, C(C)(C)(C)N([C@@H](CC1=CC(I)=C(C(I)=C1)OC1=CC(I)=C(C(I)=C1)O)C(=O)OC(C)=O)CC(=O)OCC (t-butyl O-acetyl-N-carboethoxymethyl-thyroxine), [OH-].[Na+] (sodium hydroxide). Run in CO (methanol). The product is C(C)(C)(C)N([C@@H](CC1=CC(I)=C(C(I)=C1)OC1=CC(I)=C(C(I)=C1)O)C(=O)O)CC(=O)O (t-butyl N-carboxymethyl-thyroxine). RXN SMILES: [C:1]([N:5]([CH2:32][C:33]([O:35]CC)=[O:34])[C@H:6]([C:26]([O:28]C(=O)C)=[O:27])[CH2:7][C:8]1[CH:15]=[C:13]([I:14])[C:12]([O:16][C:17]2[CH:24]=[C:22]([I:23])[C:21]([OH:25])=[C:19]([I:20])[CH:18]=2)=[C:10]([I:11])[CH:9]=1)([CH3:4])([CH3:3])[CH3:2].[OH-].[Na+]>CO>[C:1]([N:5]([CH2:32][C:33]([OH:35])=[O:34])[C@H:6]([C:26]([OH:28])=[O:27])[CH2:7][C:8]1[CH:15]=[C:13]([I:14])[C:12]([O:16][C:17]2[CH:24]=[C:22]([I:23])[C:21]([OH:25])=[C:19]([I:20])[CH:18]=2)=[C:10]([I:11])[CH:9]=1)([CH3:4])([CH3:2])[CH3:3] |f:1.2|. Reported procedure: hydrolysing the ethyl ester and acetyl groups of t-butyl O-acetyl-N-carboethoxymethyl-thyroxine with sodium hydroxide in methanol and obtaining t-butyl N-carboxymethyl-thyroxine in the same process; and